This data is from the Open Reaction Database (ORD), a public repository of structured organic reaction records. The task is: describe an organic reaction: reactants, conditions, products, and yield Starting materials: CN(C=O)C (dimethylformamide), Cl (hydrochloric acid), ClC1CCC=2C(=CC=CC12)C(=O)O (1-chloroindan-4-carboxylic acid), [C-]#N.[Na+] (sodium cyanide). Solvent: O (water). Run at time 5 hour. Yields the product C(#N)C1CCC=2C(=CC=CC12)C(=O)O (1-cyanoindan-4-carboxylic acid). Reaction SMILES: C[N:2]([CH3:5])C=O.Cl[CH:7]1[C:15]2[CH:14]=[CH:13][CH:12]=[C:11]([C:16]([OH:18])=[O:17])[C:10]=2[CH2:9][CH2:8]1.[C-]#N.[Na+].Cl>O>[C:5]([CH:7]1[C:15]2[CH:14]=[CH:13][CH:12]=[C:11]([C:16]([OH:18])=[O:17])[C:10]=2[CH2:9][CH2:8]1)#[N:2] |f:2.3|. Procedure: In 15 ml. of dimethylformamide is dissolved 1.97 g. of 1-chloroindan-4-carboxylic acid, followed by the addition of 1.47 g. of sodium cyanide. The mixture is stirred for 5 hours, after which 150 ml. of water and 10 ml. of concentrated hydrochloric acid are added. The resultant crystals are collected by filtration and recrystallized from benzene. The described procedure gives 1-cyanoindan-4-carboxylic acid, melting point: 206°-208° C. Product: ClC1=C(C(=O)N)C(=CC=C1Cl)C(F)(F)F (2,3-dichloro-6-trifluoromethylbenzamide). Reagents/catalysts: N1=CC=CC=C1 (pyridine). Reaction SMILES: [Cl:1][C:2]1[C:10]([Cl:11])=[CH:9][CH:8]=[C:7]([C:12]([F:15])([F:14])[F:13])[C:3]=1[C:4](O)=[O:5].S(Cl)(Cl)=O.[NH3:20]>C1C=CC=CC=1.N1C=CC=CC=1>[Cl:1][C:2]1[C:10]([Cl:11])=[CH:9][CH:8]=[C:7]([C:12]([F:15])([F:14])[F:13])[C:3]=1[C:4]([NH2:20])=[O:5]. Conditions: temperature 5 celsius. Starting materials: ClC1=C(C(=O)O)C(=CC=C1Cl)C(F)(F)F (2,3-dichloro-6-trifluoromethylbenzoic acid), S(=O)(Cl)Cl (thionyl chloride), N (ammonia). Run in C1=CC=CC=C1 (benzene). Reported procedure: To a solution of 250 g of 2,3-dichloro-6-trifluoromethylbenzoic acid in 2 liters of benzene was added 5 drops of pyridine and 172 g of thionyl chloride and then the mixture was heated at reflux for 22 hours. After cooling down, the solution was concentrated under reduced pressure, and 2,3-dichloro-6-trifluoromethylbenzyl chloride obtained was added into 1 liter of 28% aqueous ammonia solution, which has been cooled down to 5° C. over 10 minutes with stirring. Then, the solution was further stirr... Starting materials: CC=1N=C(SC1CO)OC1=CC=CC=C1 ([4-methyl-2-(phenyloxy)-1,3-thiazol-5-yl]methanol). The reagents and catalysts are O=[Mn]=O (MnO2), O=[Mn]=O (MnO2), O=[Mn]=O (MnO2). Solvent: C(Cl)(Cl)Cl (chloroform). Conditions: time 2 hour. Product: CC=1N=C(SC1C=O)OC1=CC=CC=C1 (4-Methyl-2-(phenyloxy)-1,3-thiazole-5-carbaldehyde). Yield: 79.7%. Reaction SMILES: [CH3:1][C:2]1[N:3]=[C:4]([O:9][C:10]2[CH:15]=[CH:14][CH:13]=[CH:12][CH:11]=2)[S:5][C:6]=1[CH2:7][OH:8]>C(Cl)(Cl)Cl.O=[Mn]=O>[CH3:1][C:2]1[N:3]=[C:4]([O:9][C:10]2[CH:15]=[CH:14][CH:13]=[CH:12][CH:11]=2)[S:5][C:6]=1[CH:7]=[O:8]. Reported procedure: A mixture of [4-methyl-2-(phenyloxy)-1,3-thiazol-5-yl]methanol (X-3a) (0.109 g, 0.492 mmol) and MnO2 (0.22 g, 2.56 mmol) in chloroform (2.5 mL) was stirred at RT for 2 h. More MnO2 was added (0.22 g) and continued to stir overnight. Additional MnO2 was added (0.40 g), and the mixture stirred for 3 days. The mixture was filtered through a pad of Celite, and the Celite was washed with EtOAc. The filtrate was concentrated, and the crude material was purified by chromatography (EtOAc/hexanes) to giv...